From a dataset of the Open Reaction Database (ORD), a public repository of structured organic reaction records. describe an organic reaction: reactants, conditions, products, and yield The reactants are C(C=C)#N (2-Propenenitrile), N12CCCCCC2=NCCC1 (1,8-diazabicyclo[5.4.0]undec-7-ene), C(C1=CC=CC=C1)N1C(=CC2=C1C=CC=1N2C(=NN1)C)C1=CC=NN1 (6-benzyl-1-methyl-7-(1H-pyrazol-5-yl)-6H-pyrrolo[2,3-e][1,2,4]triazolo[4,3-a]pyridine). Run in C(C)#N (acetonitrile). Conditions: time 3 minute. Yields the product C(C1=CC=CC=C1)N1C(=CC2=C1C=CC=1N2C(=NN1)C)C1=NN(C=C1)CCC#N (3-[3-(6-benzyl-1-methyl-6H-pyrrolo[2,3-e][1,2,4]triazolo[4,3-a]pyridin-7-yl)-1H-pyrazol-1-yl]propanenitrile). RXN SMILES: [C:1](#[N:4])[CH:2]=[CH2:3].N12CCCN=C1CCCCC2.[CH2:16]([N:23]1[C:27]2[CH:28]=[CH:29][C:30]3[N:31]([C:32]([CH3:35])=[N:33][N:34]=3)[C:26]=2[CH:25]=[C:24]1[C:36]1[NH:40][N:39]=[CH:38][CH:37]=1)[C:17]1[CH:22]=[CH:21][CH:20]=[CH:19][CH:18]=1>C(#N)C>[CH2:16]([N:23]1[C:27]2[CH:28]=[CH:29][C:30]3[N:31]([C:32]([CH3:35])=[N:33][N:34]=3)[C:26]=2[CH:25]=[C:24]1[C:36]1[CH:37]=[CH:38][N:39]([CH2:3][CH2:2][C:1]#[N:4])[N:40]=1)[C:17]1[CH:18]=[CH:19][CH:20]=[CH:21][CH:22]=1. Procedure details: 2-Propenenitrile (3.0 μL, 0.046 mmol, Aldrich) and 1,8-diazabicyclo[5.4.0]undec-7-ene (2.3 μL, 0.015 mmol) were added to a solution of 6-benzyl-1-methyl-7-(1H-pyrazol-5-yl)-6H-pyrrolo[2,3-e][1,2,4]triazolo[4,3-a]pyridine (5.0 mg, 0.015 mmol, from Example 62) in acetonitrile (0.20 mL). After 3 minutes at room temperature, the reaction was found to be complete and was purified via preparative HPLC-MS (C18 eluting with a gradient of MeCN and H2O containing 0.15% NH4OH). Yield: (3.9 mg, 67%). Starting materials: C(CCC)C1=CC=C(C=C1)C(=O)N=C=S (4-butyl-1-benzenecarbonyl isothiocyanate), C(CCC)C1=CC=C(C=C1)C(=O)Cl (4-butyl-1-benzenecarbonyl chloride), COC=1C=C2C(=CC=NC2=CC1OC)OC1=C(C=C(N)C=C1)F (4-[(6,7-Dimethoxy-4-quinolyl)oxy]-3-fluoroaniline). The solvent is C(C)O (ethanol), C(C)O (ethanol), C1(=CC=CC=C1)C (toluene). Run at time 2 hour. The product is C(CCC)C1=CC=C(C=C1)C(=O)N=C=S (4-Butyl-1-benzenecarbonyl isothiocyanate), C(CCC)C1=CC=C(C(=O)NC(=S)NC2=CC(=C(C=C2)OC2=CC=NC3=CC(=C(C=C23)OC)OC)F)C=C1 (N-(4-Butylbenzoyl)-N′-{4-[(6,7-dimethoxy-4-quinolyl)oxy]-3-fluorophenyl}thiourea). The yield is 78.0%. As a reaction SMILES: C(C1C=CC(C(Cl)=O)=CC=1)CCC.[CH3:14][O:15][C:16]1[CH:17]=[C:18]2[C:23](=[CH:24][C:25]=1[O:26][CH3:27])[N:22]=[CH:21][CH:20]=[C:19]2[O:28][C:29]1[CH:35]=[CH:34][C:32]([NH2:33])=[CH:31][C:30]=1[F:36].[CH2:37]([C:41]1[CH:46]=[CH:45][C:44]([C:47]([N:49]=[C:50]=[S:51])=[O:48])=[CH:43][CH:42]=1)[CH2:38][CH2:39][CH3:40]>C1(C)C=CC=CC=1.C(O)C>[CH2:37]([C:41]1[CH:46]=[CH:45][C:44]([C:47]([N:49]=[C:50]=[S:51])=[O:48])=[CH:43][CH:42]=1)[CH2:38][CH2:39][CH3:40].[CH2:37]([C:41]1[CH:46]=[CH:45][C:44]([C:47]([NH:49][C:50]([NH:33][C:32]2[CH:34]=[CH:35][C:29]([O:28][C:19]3[C:18]4[C:23](=[CH:24][C:25]([O:26][CH3:27])=[C:16]([O:15][CH3:14])[CH:17]=4)[N:22]=[CH:21][CH:20]=3)=[C:30]([F:36])[CH:31]=2)=[S:51])=[O:48])=[CH:43][CH:42]=1)[CH2:38][CH2:39][CH3:40]. Procedure details: 4-Butyl-1-benzenecarbonyl isothiocyanate was prepared using commercially available 4-butyl-1-benzenecarbonyl chloride (80 mg) as a starting compound according to the description of the literature. 4-[(6,7-Dimethoxy-4-quinolyl)oxy]-3-fluoroaniline (50 mg) was dissolved in toluene (5 ml) and ethanol (1 ml) to prepare a solution. A solution of 4-butyl-1-benzenecarbonyl isothiocyanate in ethanol (1 ml) was then added to the solution, and the mixture was stirred at room temperature for 2 hr. The reac... Reactants: O=C(c1ncc[nH]1)c1ncc[nH]1, ON=Cc1cncc(F)c1Cl, ClCCl. The product is N#Cc1cncc(F)c1Cl. Reaction SMILES: [C:12]([c:13]1[nH:14][cH:15][cH:16][n:17]1)([c:18]1[nH:19][cH:20][cH:21][n:22]1)=[O:23].[Cl:1][c:2]1[c:3]([CH:9]=[N:10][OH:11])[cH:4][n:5][cH:6][c:7]1[F:8].[Cl:24][CH2:25][Cl:26]>>[Cl:1][c:2]1[c:3]([C:9]#[N:10])[cH:4][n:5][cH:6][c:7]1[F:8]. The reactants are C(C)(C)(C)OC(N(CC1=CC=CC=C1)[C@@H]1CC[C@@H](CC1)C(=O)OC)=O (tert-Butyl-cis-4-(methoxycarbonyl)cyclohexylbenzylcarbamate), N (ammonia). Reaction conditions: temperature 100 celsius. The product is C(C1=CC=CC=C1)N(C(OC(C)(C)C)=O)[C@@H]1CC[C@@H](CC1)C(N)=O (tert-butyl benzyl-cis-4-carbamoylcyclohexylcarbamate). As a reaction SMILES: [C:1]([O:5][C:6](=[O:25])[N:7]([C@H:15]1[CH2:20][CH2:19][C@@H:18]([C:21](OC)=[O:22])[CH2:17][CH2:16]1)[CH2:8][C:9]1[CH:14]=[CH:13][CH:12]=[CH:11][CH:10]=1)([CH3:4])([CH3:3])[CH3:2].[NH3:26]>>[CH2:8]([N:7]([C@H:15]1[CH2:20][CH2:19][C@@H:18]([C:21](=[O:22])[NH2:26])[CH2:17][CH2:16]1)[C:6](=[O:25])[O:5][C:1]([CH3:4])([CH3:3])[CH3:2])[C:9]1[CH:14]=[CH:13][CH:12]=[CH:11][CH:10]=1. Reported procedure: tert-Butyl-cis-4-(methoxycarbonyl)cyclohexylbenzylcarbamate (0.25 g, 0.72 mmol) was dissolved in methanolic ammonia (15 ml) in a pressure bomb and heated at 100° C. for three days. The reaction mixture was cooled to room temperature and concentrated under reduced pressure to afford 200 mg of tert-butyl benzyl-cis-4-carbamoylcyclohexylcarbamate as crude compound. The crude compound (LC-MS shows 30% amide) was directly taken for next step.